Dataset: the Open Reaction Database (ORD), a public repository of structured organic reaction records. Task: describe an organic reaction: reactants, conditions, products, and yield Starting materials: C(=O)C1=CC=C(N2C=CC=C12)C(=O)OCC (ethyl 8-formylindolizine-5-carboxylate), NO.Cl (NH2OH.HCl), CC(=O)[O-].[Na+] (NaOAc). Run in C1CCOC1 (THF), O (H2O). Conditions: time 2 hour. Yields the product O\N=C\C1=CC=C(N2C=CC=C12)C(=O)OCC ((E)-ethyl 8-((hydroxyimino)methyl)indolizine-5-carboxylate). RXN SMILES: [CH:1]([C:3]1[C:11]2[N:7]([CH:8]=[CH:9][CH:10]=2)[C:6]([C:12]([O:14][CH2:15][CH3:16])=[O:13])=[CH:5][CH:4]=1)=O.[NH2:17][OH:18].Cl.CC([O-])=O.[Na+]>C1COCC1.O>[OH:18]/[N:17]=[CH:1]/[C:3]1[C:11]2[N:7]([CH:8]=[CH:9][CH:10]=2)[C:6]([C:12]([O:14][CH2:15][CH3:16])=[O:13])=[CH:5][CH:4]=1 |f:1.2,3.4|. Reported procedure: To a solution of ethyl 8-formylindolizine-5-carboxylate (100 mg, 0.46 mmol) and NH2OH.HCl (48 mg, 0.69 mmol) in THF (10 mL) and H2O (3 mL) at rt was added NaOAc (75 mg, 0.92 mmol). The reaction mixture was stirred at rt for 2 h. The mixture was extracted with EA (2×20 mL). The organic layers was dried over Na2SO4, filtered and concentrated under reduced pressure. The residue was used in next step without further purification. Reactants: [Cl-].[NH4+] (ammonium chloride), C(C)(C)(C)C1=CC=2CC3=CC(=CC=C3C2C=C1)C(C)(C)C (2,7-di-t-butylfluorene), BrCCC1=C(CC2=CC=CC=C12)C (3-(2-bromoethyl)-2-methylindene), C(CCC)[Li] (n-butyllithium). The solvent is CCOCC (ether), CCOCC (ether), CCCCCC (hexane). Run at time 7 hour. The product is C(C)(C)(C)C1=CC=2C(C3=CC(=CC=C3C2C=C1)C(C)(C)C)C=CC1C(=CC2=CC=CC=C12)C (1-(2,7-di-t-butyl-9-fluorenyl)-2-(2-methyl-1-indenyl)ethylene). The yield is 93.1%. As a reaction SMILES: [C:1]([C:5]1[CH:17]=[CH:16][C:15]2[C:14]3[C:9](=[CH:10][C:11]([C:18]([CH3:21])([CH3:20])[CH3:19])=[CH:12][CH:13]=3)[CH2:8][C:7]=2[CH:6]=1)([CH3:4])([CH3:3])[CH3:2].C([Li])CCC.Br[CH2:28][CH2:29][C:30]1[C:38]2[C:33](=[CH:34][CH:35]=[CH:36][CH:37]=2)[CH2:32][C:31]=1[CH3:39].[Cl-].[NH4+]>CCOCC.CCCCCC>[C:1]([C:5]1[CH:17]=[CH:16][C:15]2[C:14]3[C:9](=[CH:10][C:11]([C:18]([CH3:21])([CH3:20])[CH3:19])=[CH:12][CH:13]=3)[CH:8]([CH:28]=[CH:29][CH:30]3[C:38]4[C:33](=[CH:34][CH:35]=[CH:36][CH:37]=4)[CH:32]=[C:31]3[CH3:39])[C:7]=2[CH:6]=1)([CH3:4])([CH3:3])[CH3:2] |f:3.4|. Procedure: To a 100 ml four-necked flask equipped with a reflux tube, a thermometer and a dropping funnel, 2,7-di-t-butylfluorene (1.18 g, 4.22 mmol) and dehydrated ether (30 ml) were introduced. To the flask was dropwise added a hexane solution of n-butyllithium (1.67 mol/l, 2.8 ml, 4.64 mmol) at 0° C. over a period of 1 hour, followed by stirring at room temperature for 7 hours. The reaction liquid became red orange transparent. Then, the liquid was cooled to −78° C. (a yellow orange slurry), to which a ...